This data is from the Open Reaction Database (ORD), a public repository of structured organic reaction records. The task is: describe an organic reaction: reactants, conditions, products, and yield The reactants are CCOC(C)=O, ClCCl, CCCc1c(CO)nc2ccccn12, O=S(Cl)Cl. Product: CCCc1c(CCl)nc2ccccn12. Reaction SMILES: [CH3:22][CH2:23][O:24][C:25]([CH3:26])=[O:27].[Cl:19][CH2:20][Cl:21].[OH:5][CH2:6][c:7]1[n:8][c:9]2[n:10]([cH:11][cH:12][cH:13][cH:14]2)[c:15]1[CH2:16][CH2:17][CH3:18].[S:1]([Cl:2])([Cl:3])=[O:4]>>[Cl:3][CH2:6][c:7]1[n:8][c:9]2[n:10]([cH:11][cH:12][cH:13][cH:14]2)[c:15]1[CH2:16][CH2:17][CH3:18]. Starting materials: C=1(C(=CC=CC1)S(=O)(=O)O)C (o-toluenesulfonic acid), S(O)(O)(=O)=O (Sulfuric acid), C1(=CC(=CC=C1)S(=O)(=O)O)C (m-toluenesulfonic acid). The solvent is C1(=CC=CC=C1)C (toluene). The product is C1(=CC=C(C=C1)S(=O)(=O)O)C (p-toluenesulfonic acid). Yield: 26.0%. RXN SMILES: [S:1](=[O:5])(=O)([OH:3])[OH:2].[C:6]1([CH3:16])[C:7](S(O)(=O)=O)=[CH:8][CH:9]=[CH:10][CH:11]=1.C1(C)C=CC=C(S(O)(=O)=O)C=1>C1(C)C=CC=CC=1>[C:6]1([CH3:16])[CH:7]=[CH:8][C:9]([S:1]([OH:3])(=[O:5])=[O:2])=[CH:10][CH:11]=1. Procedure details: Sulfuric acid (1.0 g, 10.2 mmol) was added to toluene (50.0 g) under the same conditions as Example 1. The analysis by HPLC showed 26% yield p-toluenesulfonic acid, 11% o-toluenesulfonic acid, and 1.3% m-toluenesulfonic acid (ratio p/o=2.4) for a total yield of 38.3%. Starting materials: C(N)(=S)C=1NC=CN1 (thiocarbamoylimidazole), 86g, C1CNC(=O)N1 (ethyleneurea), 149g, C(C1=CC=CC=C1)N=C=S (benzylisothiocyanate). Conditions: time 6 hour. Yields the product C(C1=CC=CC=C1)NC(=S)N1C(NCC1)=O (1-(benzylthiocarbamoyl)-2-oxo-tetrahydroimidazole). RXN SMILES: C(C1NC=CN=1)(=S)N.[CH2:9]1[NH:14][C:12](=[O:13])[NH:11][CH2:10]1.[CH2:15]([N:22]=[C:23]=[S:24])[C:16]1[CH:21]=[CH:20][CH:19]=[CH:18][CH:17]=1>>[CH2:15]([NH:22][C:23]([N:11]1[CH2:10][CH2:9][NH:14][C:12]1=[O:13])=[S:24])[C:16]1[CH:21]=[CH:20][CH:19]=[CH:18][CH:17]=1. Reported procedure: The starting thiocarbamoylimidazole required for the above reaction is made as follows: 86g ethyleneurea and 149g benzylisothiocyanate are treated together with stirring for 6 hrs. at 150°. Upon cooling, a solid mass is obtained, which is triturated with ether and then with hot alcohol and filtered. Recrystallization from chloroform-methanol gives 1-(benzylthiocarbamoyl)-2-oxo-tetrahydroimidazole.